Task: describe an organic reaction: reactants, conditions, products, and yield. Dataset: the Open Reaction Database (ORD), a public repository of structured organic reaction records The reactants are [H-].[Al+3].[Li+].[H-].[H-].[H-] (lithium aluminum hydride), Cl.C(C1=CC=CC=C1)(=O)N1N(CCN(CC1)CCCC(C1=CC=C(C=C1)F)C1=CC=C(C=C1)F)C(C1=CC=CC=C1)=O (1,2-dibenzoyl-5-[4,4-bis(4-fluorophenyl)butyl]hexahydro-1H-1,2,5-triazepine hydrochloride). The solvent is CCOCC (ether). The product is FC1=CC=C(C=C1)C(CCCN1CCN(N(CC1)CC1=CC=CC=C1)CC1=CC=CC=C1)C1=CC=C(C=C1)F (5-[4,4-Bis(4-fluorophenyl)butyl]hexahydro-1,2-bis(phenylmethyl)-1H-1,2,5-triazepine). Isolated yield 82.6%. RXN SMILES: [H-].[Al+3].[Li+].[H-].[H-].[H-].Cl.[C:8]([N:16]1[CH2:22][CH2:21][N:20]([CH2:23][CH2:24][CH2:25][CH:26]([C:34]2[CH:39]=[CH:38][C:37]([F:40])=[CH:36][CH:35]=2)[C:27]2[CH:32]=[CH:31][C:30]([F:33])=[CH:29][CH:28]=2)[CH2:19][CH2:18][N:17]1[C:41](=O)[C:42]1[CH:47]=[CH:46][CH:45]=[CH:44][CH:43]=1)(=O)[C:9]1[CH:14]=[CH:13][CH:12]=[CH:11][CH:10]=1>CCOCC>[F:33][C:30]1[CH:31]=[CH:32][C:27]([CH:26]([C:34]2[CH:35]=[CH:36][C:37]([F:40])=[CH:38][CH:39]=2)[CH2:25][CH2:24][CH2:23][N:20]2[CH2:21][CH2:22][N:16]([CH2:8][C:9]3[CH:14]=[CH:13][CH:12]=[CH:11][CH:10]=3)[N:17]([CH2:41][C:42]3[CH:43]=[CH:44][CH:45]=[CH:46][CH:47]=3)[CH2:18][CH2:19]2)=[CH:28][CH:29]=1 |f:0.1.2.3.4.5,6.7|. Procedure details: To lithium aluminum hydride (21 g) in ether (150 ml) was added 1,2-dibenzoyl-5-[4,4-bis(4-fluorophenyl)butyl]hexahydro-1H-1,2,5-triazepine hydrochloride (34.4 g) slowly in small portions. The mixture was stirred and heated under reflux with protection from moisture for 22 hours. The reaction was quenched with 10% sodium hydroxide and water. The resulting hydroxides were collected on a filter and washed well with ether. The filtrate and washings were evaporated to a syrup, wt. 30.4 g. The syrup w...